describe an organic reaction: reactants, conditions, products, and yield From a dataset of the Open Reaction Database (ORD), a public repository of structured organic reaction records. Starting materials: C1(=CC=CC=C1)COC(=O)NCCCC1=CC=C(C=C1)CCCNC(=O)OCC1=CC=CC=C1 ((phenylmethoxy)-N-[3(4-{3-[(phenylmethoxy)carbonylamino]propyl}phenyl)propyl]carboxamide), [H][H] (hydrogen), C(C)(=O)O (acetic acid). The reagents and catalysts are [Pt]=O (platinum oxide). The product is NCCCC1CCC(CC1)CCCN (3-[4-(3-Aminopropyl)cyclohexyl]propylamine), CC(=O)CC(=O)O (diacetic acid). RXN SMILES: [C:1]1([CH2:7][O:8]C([NH:11][CH2:12][CH2:13][CH2:14][C:15]2[CH:20]=[CH:19][C:18]([CH2:21][CH2:22][CH2:23][NH:24]C(OCC3C=CC=CC=3)=O)=[CH:17][CH:16]=2)=O)C=CC=CC=1.[H][H].[C:37]([OH:40])(=[O:39])[CH3:38]>[Pt]=O>[NH2:11][CH2:12][CH2:13][CH2:14][CH:15]1[CH2:20][CH2:19][CH:18]([CH2:21][CH2:22][CH2:23][NH2:24])[CH2:17][CH2:16]1.[CH3:1][C:7]([CH2:38][C:37]([OH:40])=[O:39])=[O:8]. Reported procedure: Into a 250 mL reduction vessel were placed (phenylmethoxy)-N-[3(4-{3-[(phenylmethoxy)carbonylamino]propyl}phenyl)propyl]carboxamide (0.93 g, 2.02 mmol), acetic acid (75 mL), and platinum oxide (0.5 g) and the mixture was heated at 60° C. under 60 psi (413.7 kPa) of hydrogen gas for 12 hours. The reaction was cooled to room temperature and filtered through a Celite® cake and the filtrate was concentrated under reduced vacuum to give the intermediate title compound, 3-[4-(3-aminoethyl)cyclohexyl]p... The reactants are FC=1C=C2C(=CN(C2=CC1)N)C (5-Fluoro-3-methyl-indol-1-ylamine), CC1=NC(=NC=C1C(=O)O)C1=NC=CC=C1 (4-methyl-2-pyridin-2-ylpyrimidine-5-carboxylic acid), 2,4-dimethoxy-6-(4-methylmorpholin-4-yl)-[1,3,5]triazine chloride. Run in CN(C)C=O (DMF). Run at time 10 minute. Product: FC=1C=C2C(=CN(C2=CC1)NC(=O)C=1C(=NC(=NC1)C1=NC=CC=C1)C)C (4-methyl-2-pyridin-2-yl-pyrimidine-5-carboxylic acid (5-fluoro-3-methyl-indol-1-yl)amide). Yield: 83.5%. Reaction SMILES: [F:1][C:2]1[CH:3]=[C:4]2[C:8](=[CH:9][CH:10]=1)[N:7]([NH2:11])[CH:6]=[C:5]2[CH3:12].[CH3:13][C:14]1[C:19]([C:20](O)=[O:21])=[CH:18][N:17]=[C:16]([C:23]2[CH:28]=[CH:27][CH:26]=[CH:25][N:24]=2)[N:15]=1>CN(C=O)C>[F:1][C:2]1[CH:3]=[C:4]2[C:8](=[CH:9][CH:10]=1)[N:7]([NH:11][C:20]([C:19]1[C:14]([CH3:13])=[N:15][C:16]([C:23]3[CH:28]=[CH:27][CH:26]=[CH:25][N:24]=3)=[N:17][CH:18]=1)=[O:21])[CH:6]=[C:5]2[CH3:12]. Procedure: 5-Fluoro-3-methyl-indol-1-ylamine (10.6 mmol) is treated with 4-methyl-2-pyridin-2-ylpyrimidine-5-carboxylic acid (2.75 g, 12.8 mmol) in DMF (75 mL) and the mixture is stirred at rt for 10 min. The mixture is then treated with 2,4-dimethoxy-6-(4-methylmorpholin-4-yl)-[1,3,5]triazine chloride (3.82 g, 13.85 mmol) and stirred at 60° C. for 1 h. The mixture is concentrated in vacuo. The residue is diluted with Et2O (50 mL) and 10% NaHCO3 (50 mL), and the mixture is stirred at rt for 20 min. The res... Starting materials: OC1=C(C=O)C=C(C=C1)C=1C(=NC=CC1)OC (2-hydroxy-5-(2-methoxy-pyridin-3-yl)-benzaldehyde), NC=1C=C(C(=O)O)C=C(C1N)C (3,4-diamino-5-methyl-benzoic acid). Solvent: CC(=O)N(C)C (DMA). Reaction conditions: temperature 0 celsius, time 0.5 hour. Product: OC1=C(C=C(C=C1)C=1C(=NC=CC1)OC)C=1NC2=C(N1)C(=CC(=C2)C(=O)O)C (2-[2-Hydroxy-5-(2-methoxy-pyridin-3-yl)-phenyl]-7-methyl-3H-benzimidazole-5-carboxylic acid). RXN SMILES: [OH:1][C:2]1[CH:9]=[CH:8][C:7]([C:10]2[C:11]([O:16][CH3:17])=[N:12][CH:13]=[CH:14][CH:15]=2)=[CH:6][C:3]=1[CH:4]=O.[NH2:18][C:19]1[CH:20]=[C:21]([CH:25]=[C:26]([CH3:29])[C:27]=1[NH2:28])[C:22]([OH:24])=[O:23]>CC(N(C)C)=O>[OH:1][C:2]1[CH:9]=[CH:8][C:7]([C:10]2[C:11]([O:16][CH3:17])=[N:12][CH:13]=[CH:14][CH:15]=2)=[CH:6][C:3]=1[C:4]1[NH:18][C:19]2[CH:20]=[C:21]([C:22]([OH:24])=[O:23])[CH:25]=[C:26]([CH3:29])[C:27]=2[N:28]=1. Procedure: To mixture of 2-hydroxy-5-(2-methoxy-pyridin-3-yl)-benzaldehyde (144 mg, 0.4 mmol) and 3,4-diamino-5-methyl-benzoic acid (82 mg, 0.5 mol) was added DMA (0.8 mL) and the resulting solution was stirred at 0° C. for 0.5 h, and at the room temperature for 2.5 h. After it was heated open to the air at 110° C. for 15 h, the reaction mixture was concentrated under reduced pressure and the residual crude was used for the next step reaction without purification. ESI-MS m/z 376.3 (MH+).